From a dataset of the Open Reaction Database (ORD), a public repository of structured organic reaction records. describe an organic reaction: reactants, conditions, products, and yield Starting materials: CS(=O)(=O)OCCCCOC=1C(=CC2=C(C(OC(N2)=O)(C)C)C1)[N+](=O)[O-] (6-(4-methanesulfonyloxy-butoxy)-7-nitro-4,4-dimethyl-4H-3,1-benzoxazin-2-one), CC1=CC=C(C=C1)S (4-methyl-thiophenol). Yields the product CC1=CC=C(C=C1)SCCCCOC=1C(=CC2=C(C(OC(N2)=O)(C)C)C1)[N+](=O)[O-] (6-[4-(4-Methyl-phenylmercapto)-butoxy]-7-nitro-4,4-dimethyl-4H-3,1-benzoxazin-2-one). Reaction SMILES: CS(O[CH2:6][CH2:7][CH2:8][CH2:9][O:10][C:11]1[C:12]([N+:24]([O-:26])=[O:25])=[CH:13][C:14]2[NH:19][C:18](=[O:20])[O:17][C:16]([CH3:22])([CH3:21])[C:15]=2[CH:23]=1)(=O)=O.[CH3:27][C:28]1[CH:33]=[CH:32][C:31]([SH:34])=[CH:30][CH:29]=1>>[CH3:27][C:28]1[CH:33]=[CH:32][C:31]([S:34][CH2:6][CH2:7][CH2:8][CH2:9][O:10][C:11]2[C:12]([N+:24]([O-:26])=[O:25])=[CH:13][C:14]3[NH:19][C:18](=[O:20])[O:17][C:16]([CH3:21])([CH3:22])[C:15]=3[CH:23]=2)=[CH:30][CH:29]=1. Procedure: Prepared analogously to Example 210 from 6-(4-methanesulfonyloxy-butoxy)-7-nitro-4,4-dimethyl-4H-3,1-benzoxazin-2-one and 4-methyl-thiophenol. Starting materials: NC1=NC(=C2N=CN(C2=N1)CC1OCOCC1)Cl (4-(2-amino-6-chloropurin-9-yl)methyl-1,3-dioxane), [OH-].[NH4+] (ammonium hydroxide). The solvent is Cl (hydrochloric acid), Cl (hydrochloric acid). The product is OC(CN1C=2N=C(NC(C2N=C1)=O)N)CCO (9-(2,4-dihydroxybutyl)guanine). RXN SMILES: [NH2:1][C:2]1[N:10]=[C:9]2[C:5]([N:6]=[CH:7][N:8]2[CH2:11][CH:12]2[CH2:17][CH2:16][O:15]C[O:13]2)=[C:4](Cl)[N:3]=1.[OH-:19].[NH4+]>Cl>[OH:13][CH:12]([CH2:17][CH2:16][OH:15])[CH2:11][N:8]1[CH:7]=[N:6][C:5]2[C:4](=[O:19])[NH:3][C:2]([NH2:1])=[N:10][C:9]1=2 |f:1.2|. Procedure details: 4-(2-amino-6-chloropurin-9-yl)methyl-1,3-dioxane (prepared according to Example 5) was dissolved in hydrochloric acid (1 mol/l) and refluxed for four hours. The solution was made alkaline with diluted ammonium hydroxide and evaporated to dryness at reduced pressure. The residue was dissolved in water and purified with preparative HPLC on a reversed phase column (μ Bondapack C18)eluted with a mixture of methanol and water (1:3). The product obtained was a white crystalline solid. M.p. 226°-8° C. ... The reactants are Clc1ccc(Br)cc1Cl, C=C1CCN(C(=O)OC(C)(C)C)CC1, O=C([O-])[O-], C1CCOC1, B1C2CCCC1CCC2, [K+], [K+], [Na+], CN(C)C=O, [OH-], O, O. The product is CC(C)(C)OC(=O)N1CCC(Cc2ccc(Cl)c(Cl)c2)CC1. Reaction SMILES: [Br:24][c:25]1[cH:26][c:27]([Cl:32])[c:28]([Cl:31])[cH:29][cH:30]1.[C:1](=[O:2])([O:3][C:4]([CH3:5])([CH3:6])[CH3:7])[N:8]1[CH2:9][CH2:10][C:11](=[CH2:14])[CH2:12][CH2:13]1.[C:33](=[O:34])([O-:35])[O-:36].[CH2:48]1[O:49][CH2:50][CH2:51][CH2:52]1.[CH:15]12[CH2:16][CH2:17][CH2:18][CH:19]([BH:20]1)[CH2:21][CH2:22][CH2:23]2.[K+:37].[K+:38].[Na+:40].[O:41]=[CH:42][N:43]([CH3:44])[CH3:45].[OH-:39].[OH2:46].[OH2:47]>>[C:1](=[O:2])([O:3][C:4]([CH3:5])([CH3:6])[CH3:7])[N:8]1[CH2:9][CH2:10][CH:11]([CH2:14][c:25]2[cH:26][c:27]([Cl:32])[c:28]([Cl:31])[cH:29][cH:30]2)[CH2:12][CH2:13]1. The reactants are ClC1=NC=C(C(=O)NCC2=CC(=CC=C2)NS(=O)(=O)C)C=C1 (6-chloro-N-(3-methylsulphonylaminobenzyl)nicotinamide), ClC1=NC=C(C(=O)NCC2=CC(=CC=C2)NS(=O)(=O)C)C=C1 (6-chloro-N-(3-methylsulphonylaminobenzyl)nicotinamide), CC1=C(C=C(C=C1)NC(=O)C1=COC=C1)B1OC(C(O1)(C)C)(C)C (N-[4-methyl-3-(4,4,5,5-tetramethyl-[1,3,2]dioxaborolan-2-yl)-phenyl]-3-furamide), CC1=C(C=C(C=C1)NC(=O)C1=COC=C1)B1OC(C(O1)(C)C)(C)C (N-[4-methyl-3-(4,4,5,5-tetramethyl-[1,3,2]dioxaborolan-2-yl)-phenyl]-3-furamide). Product: O1C=C(C=C1)C(=O)NC=1C=CC(=C(C1)C1=NC=C(C(=O)NCC2=CC(=CC=C2)NS(=O)(=O)C)C=C1)C (6-[5-(Fur-3-ylcarbonylamino)-2-methyl-phenyl]-N-(3-methylsulphonylaminobenzyl)-nicotinamide). Reaction SMILES: Cl[C:2]1[CH:22]=[CH:21][C:5]([C:6]([NH:8][CH2:9][C:10]2[CH:15]=[CH:14][CH:13]=[C:12]([NH:16][S:17]([CH3:20])(=[O:19])=[O:18])[CH:11]=2)=[O:7])=[CH:4][N:3]=1.[CH3:23][C:24]1[CH:29]=[CH:28][C:27]([NH:30][C:31]([C:33]2[CH:37]=[CH:36][O:35][CH:34]=2)=[O:32])=[CH:26][C:25]=1B1OC(C)(C)C(C)(C)O1>>[O:35]1[CH:36]=[CH:37][C:33]([C:31]([NH:30][C:27]2[CH:26]=[CH:25][C:24]([CH3:23])=[C:29]([C:2]3[CH:22]=[CH:21][C:5]([C:6]([NH:8][CH2:9][C:10]4[CH:15]=[CH:14][CH:13]=[C:12]([NH:16][S:17]([CH3:20])(=[O:19])=[O:18])[CH:11]=4)=[O:7])=[CH:4][N:3]=3)[CH:28]=2)=[O:32])=[CH:34]1. Reported procedure: 6-[5-(Fur-3-ylcarbonylamino)-2-methyl-phenyl]-N-(3-methylsulphonylaminobenzyl)-nicotinamide was prepared from 6-chloro-N-(3-methylsulphonylaminobenzyl)nicotinamide (Intermediate 4) and N-[4-methyl-3-(4,4,5,5-tetramethyl-[1,3,2]dioxaborolan-2-yl)-phenyl]-3-furamide (Intermediate 13) using General Method B. LCMS: retention time 2.93 min, MH+ 505. NMR: δH [2H6]-DMSO 9.99,(1H, s), 9.32,(1H, t), 9.15,(1H, d), 8.95,(1H, b), 8.38,(1H, s), 8.33,(1H, dd), 7.81,(2H, d), 7.75,(1H, d), 7.68,(1H, d), 7.33-7....